This data is from the Open Reaction Database (ORD), a public repository of structured organic reaction records. The task is: describe an organic reaction: reactants, conditions, products, and yield The reactants are solution, O1CCCC1.CNC (dimethylamine tetrahydrofuran), C1CCC(CC1)N=C=NC2CCCCC2 (DCC), C(C1=CC=CC=C1)OC(=O)N1[C@H](C(=O)O)CCC1 (N-benzyloxycarbonyl-L-proline), C=1C=CC2=C(C1)N=NN2O (HOBT). Solvent: C(C)(=O)OCC (ethyl acetate), C1CCOC1 (THF). Conditions: time 12 hour. Product: C(C1=CC=CC=C1)OC(=O)N1[C@@H](CCC1)C(=O)N(C)C ((S)-1-benzyloxycarbonyl-N,N-dimethyl-2-pyrrolidinecarboxamide). Isolated yield 88.4%. RXN SMILES: [CH2:1]([O:8][C:9]([N:11]1[CH2:18][CH2:17][CH2:16][C@H:12]1[C:13](O)=[O:14])=[O:10])[C:2]1[CH:7]=[CH:6][CH:5]=[CH:4][CH:3]=1.C1C=CC2N(O)N=NC=2C=1.C1CC[CH:32]([N:35]=[C:36]=NC2CCCCC2)CC1.O1CCCC1.CNC>C1COCC1.C(OCC)(=O)C>[CH2:1]([O:8][C:9]([N:11]1[CH2:18][CH2:17][CH2:16][C@H:12]1[C:13]([N:35]([CH3:36])[CH3:32])=[O:14])=[O:10])[C:2]1[CH:7]=[CH:6][CH:5]=[CH:4][CH:3]=1 |f:3.4|. Reported procedure: In 80 ml of dry THF were dissolved 4.9 g (20 m mol) of N-benzyloxycarbonyl-L-proline (29) and 3.5 g (26 m mole) of HOBT and then 4.53 g (22 m mol) of DCC was slowly added to the solution at 0° C. After stirring the mixture for 30 minutes at the same temperature, 10 ml of solution of 2M dimethylamine tetrahydrofuran was added. The resulting mixture was allowed to stand for 12 hours at room temperature. THF was distilled off from the reaction mixture under reduced pressure, the residue thus formed... Reactants: COc1ccc(CC(O)CO)c(OCc2ccccc2)c1, Cc1ccc(S(=O)(=O)Cl)cc1, c1ccncc1. Yields the product COc1ccc(CC(O)COS(=O)(=O)c2ccc(C)cc2)c(OCc2ccccc2)c1. RXN SMILES: [CH2:1]([c:2]1[cH:3][cH:4][cH:5][cH:6][cH:7]1)[O:8][c:9]1[c:10]([CH2:17][CH:18]([CH2:19][OH:20])[OH:21])[cH:11][cH:12][c:13]([O:15][CH3:16])[cH:14]1.[c:22]1([CH3:32])[cH:23][cH:24][c:25]([S:28](=[O:29])(=[O:30])[Cl:31])[cH:26][cH:27]1.[cH:33]1[cH:34][cH:35][n:36][cH:37][cH:38]1>>[CH2:1]([c:2]1[cH:3][cH:4][cH:5][cH:6][cH:7]1)[O:8][c:9]1[c:10]([CH2:17][CH:18]([CH2:19][O:20][S:28]([c:25]2[cH:24][cH:23][c:22]([CH3:32])[cH:27][cH:26]2)(=[O:29])=[O:30])[OH:21])[cH:11][cH:12][c:13]([O:15][CH3:16])[cH:14]1. Reactants: FCC(C#N)(CCCI)N1C(C=2C(C1=O)=CC=CC2)=O (2-Fluoromethyl-2-phthalimido-5-iodo-valeronitrile), C1(C=2C(C(N1)=O)=CC=CC2)=O.[K] (potassium phthalimide). The solvent is CN(C=O)C (dimethylformamide). Conditions: time 8 hour. The product is FCC(C#N)(CCCN1C(C=2C(C1=O)=CC=CC2)=O)N2C(C=1C(C2=O)=CC=CC1)=O (2-fluoromethyl-2,5-diphthalimido-valeronitrile). As a reaction SMILES: [F:1][CH2:2][C:3]([N:10]1[C:14](=[O:15])[C:13]2=[CH:16][CH:17]=[CH:18][CH:19]=[C:12]2[C:11]1=[O:20])([CH2:6][CH2:7][CH2:8]I)[C:4]#[N:5].[C:21]1(=[O:31])[NH:25][C:24](=[O:26])[C:23]2=[CH:27][CH:28]=[CH:29][CH:30]=[C:22]12.[K]>CN(C)C=O>[F:1][CH2:2][C:3]([N:10]1[C:14](=[O:15])[C:13]2=[CH:16][CH:17]=[CH:18][CH:19]=[C:12]2[C:11]1=[O:20])([CH2:6][CH2:7][CH2:8][N:25]1[C:24](=[O:26])[C:23]2=[CH:27][CH:28]=[CH:29][CH:30]=[C:22]2[C:21]1=[O:31])[C:4]#[N:5] |f:1.2,^1:31|. Procedure: 2-Fluoromethyl-2-phthalimido-5-iodo-valeronitrile (1.20 g, 3.11 mmol) and potassium phthalimide (0.75 g, 4 mmol) are heated in dimethylformamide (25 mL) to 80° C. for 2 hours. After standing overnight at room temperature, the DMF is removed by vacuum distillation and the residue is dissolved in chloroform and washed with 1N KOH and water. After drying (Na2SO4), evaporation gives 2-fluoromethyl-2,5-diphthalimido-valeronitrile as a solid.